From a dataset of the Open Reaction Database (ORD), a public repository of structured organic reaction records. describe an organic reaction: reactants, conditions, products, and yield Procedure: 17-4 (1.0 g, 3.4 mmol) is slurried in CH3CN (40 mL). 10% KHSO4 (1.3 mL) and 30% H2O2 (0.957 mL) are added and the solution is cooled in an ice bath. NaClO2 (8.5 mmol, 770 mg) is added dropwise in 50 mL water over 20 min. The reaction is stirred for 16 hrs. The reaction mixture is diluted w/EtOAc and washed with saturated NaHCO3 (2×). The aqueous layers are combined, acidifed with 10% KHSO4, and extracted w/CH2Cl2 (2×) and EtOAc (2×) to give 17-5 as a yellow solid. 1H NMR (400 MHz, DMSO-d6) δ 12.... Run in O (water), CC#N (CH3CN), CCOC(=O)C (EtOAc). Reaction SMILES: [CH3:1][C:2]([CH3:22])([O:4][C:5]([NH:7][C:8]1[CH:13]=[C:12]([C:14]2[CH:21]=[CH:20][C:17]([CH:18]=[O:19])=[CH:16][CH:15]=2)[CH:11]=[CH:10][N:9]=1)=[O:6])[CH3:3].[OH:23]S([O-])(=O)=O.[K+].OO.[O-]Cl=O.[Na+]>CC#N.O.CCOC(C)=O>[CH3:3][C:2]([CH3:22])([O:4][C:5]([NH:7][C:8]1[CH:13]=[C:12]([C:14]2[CH:15]=[CH:16][C:17]([C:18]([OH:23])=[O:19])=[CH:20][CH:21]=2)[CH:11]=[CH:10][N:9]=1)=[O:6])[CH3:1] |f:1.2,4.5|. The product is CC(C)(OC(=O)NC1=NC=CC(=C1)C1=CC=C(C(=O)O)C=C1)C (4-(2-(1,1-Dimethylethoxycarbonylamino)pyrid-4-yl) benzoic acid). The reactants are [O-]Cl=O.[Na+] (NaClO2), CC(C)(OC(=O)NC1=NC=CC(=C1)C1=CC=C(C=O)C=C1)C (4-(2-(1,1-Dimethylethoxycarbonylamino)pyrid-4-yl) benzaldehyde), OS(=O)(=O)[O-].[K+] (KHSO4), OO (H2O2). Conditions: time 16 hour. The reactants are B (borane), sulfonic acid, ( 1 ), OO (hydrogen peroxide), [OH-].[Na+] (sodium hydroxide), BrC(C(C=C)(F)F)(F)F (4-bromo-3,3,4,4-tetrafluoro-1-butene), C12CCCC(CCC1)B2 (9-borabicyclo[3.3.1]nonane). The solvent is CCCCCC (n-hexane), O1CCCC1 (tetrahydrofuran). Yields the product BrC(C(CCO)(F)F)(F)F (4-bromo-3,3,4,4-tetrafluoro-1-butanol). As a reaction SMILES: [Br:1][C:2]([F:9])([F:8])[C:3]([F:7])([F:6])[CH:4]=[CH2:5].B.C12BC(CCC1)CCC2.[OH:20]O.[OH-].[Na+]>O1CCCC1.CCCCCC>[Br:1][C:2]([F:9])([F:8])[C:3]([F:7])([F:6])[CH2:4][CH2:5][OH:20] |f:4.5|. Reported procedure: Also, the sulfonic acid salt of formula (1) can be synthesized by starting with 4-bromo-3,3,4,4-tetrafluoro-1-butene which is readily available in the industry, effecting hydroboration with a borane such as 9-borabicyclo[3.3.1]nonane (9-BBN) in a solvent such as n-hexane or tetrahydrofuran by a standard technique, treating the product with an oxidizing agent such as aqueous hydrogen peroxide in the presence of a base such as sodium hydroxide to form 4-bromo-3,3,4,4-tetrafluoro-1-butanol, followe... The reactants are BrC1=CC(=C(N)C(=C1)F)Cl (4-bromo-2-chloro-6-fluoroaniline), ClC=1C=C(C=C(C1)OC)B(O)O (3-chloro-5-methoxyphenylboronic acid). Product: ClC=1C=C(C=C(C1N)F)C1=CC(=CC(=C1)OC)Cl (3,3′-dichloro-5-fluoro-5′-methoxybiphenyl-4-amine). Yield: 32.6%. Reaction SMILES: Br[C:2]1[CH:8]=[C:7]([F:9])[C:5]([NH2:6])=[C:4]([Cl:10])[CH:3]=1.[Cl:11][C:12]1[CH:13]=[C:14](B(O)O)[CH:15]=[C:16]([O:18][CH3:19])[CH:17]=1>>[Cl:10][C:4]1[CH:3]=[C:2]([C:14]2[CH:15]=[C:16]([O:18][CH3:19])[CH:17]=[C:12]([Cl:11])[CH:13]=2)[CH:8]=[C:7]([F:9])[C:5]=1[NH2:6]. Procedure: The title compound (41 mg) was prepared from 4-bromo-2-chloro-6-fluoroaniline (100 mg, 0.44 mmol) and 3-chloro-5-methoxyphenylboronic acid (107 mg, 0.57 mmol) as a pale-yellow solid. The reactants are CO, Cc1ccc(C(=O)NC2CC2)cc1N=C=S, N. Yields the product Cc1ccc(C(=O)NC2CC2)cc1NC(N)=S. RXN SMILES: [CH3:18][OH:19].[CH:1]1([NH:4][C:5]([c:6]2[cH:7][c:8]([N:13]=[C:14]=[S:15])[c:9]([CH3:12])[cH:10][cH:11]2)=[O:16])[CH2:2][CH2:3]1.[NH3:17]>>[CH:1]1([NH:4][C:5]([c:6]2[cH:7][c:8]([NH:13][C:14](=[S:15])[NH2:17])[c:9]([CH3:12])[cH:10][cH:11]2)=[O:16])[CH2:2][CH2:3]1. The reactants are [BH4-].[Li+] (lithium borohydride), BrC1=CC(=C(C=C1)N1CCCN2C1=NC=1C2=C(C=CC1Cl)C(=O)OC)C (methyl 1-(4-bromo-2-methylphenyl)-9-chloro-1,2,3,4-tetrahydropyrimido[1,2-a]benzimidazole-6-carboxylate). Solvent: O1CCCC1 (tetrahydrofuran). Run at temperature 50 celsius, time 20 hour. The product is crude product, ClC1=CC=C(C=2N3C(=NC21)N(CCC3)C3=C(C=C(C=C3)Br)C)CO ([9-Chloro-1-(4-bromo-2-methylphenyl)-1,2,3,4-tetrahydropyrimido[1,2-a]benzimidazol-6-yl]methanol). Yield: 100.0%. As a reaction SMILES: [BH4-].[Li+].[Br:3][C:4]1[CH:9]=[CH:8][C:7]([N:10]2[C:15]3=[N:16][C:17]4[C:18](=[C:19]([C:24](OC)=[O:25])[CH:20]=[CH:21][C:22]=4[Cl:23])[N:14]3[CH2:13][CH2:12][CH2:11]2)=[C:6]([CH3:28])[CH:5]=1>O1CCCC1>[Cl:23][C:22]1[C:17]2[N:16]=[C:15]3[N:10]([C:7]4[CH:8]=[CH:9][C:4]([Br:3])=[CH:5][C:6]=4[CH3:28])[CH2:11][CH2:12][CH2:13][N:14]3[C:18]=2[C:19]([CH2:24][OH:25])=[CH:20][CH:21]=1 |f:0.1|. Procedure details: Under nitrogen atmosphere, lithium borohydride (1.00 g, 46.0 mmol) was added to a suspension of methyl 1-(4-bromo-2-methylphenyl)-9-chloro-1,2,3,4-tetrahydropyrimido[1,2-a]benzimidazole-6-carboxylate (5.0 g, 11.5 mmol) in tetrahydrofuran (70 mL) at 0° C., and the mixture was stirred at 50° C. for 20 h. The reaction mixture was quenched by aqueous saturated ammonium chloride at 0° C., and the mixture extracted with ethyl acetate/tetrahydrofuran. The combined organic layer was washed with brine, d... Starting materials: CNC1=NC=C(C=C1N)C(F)(F)F (N2-methyl-5-trifluoromethylpyridine-2,3-diamine), CC1=C(C(=O)O)C=CN=C1 (3-methylisonicotinic acid), CCN=C=NCCCN(C)C (WSC), N1=CC=CC=C1 (pyridine). The solvent is O (water). Reaction conditions: temperature 120 celsius, time 5 hour. The product is CN1C(=NC=2C1=NC=C(C2)C(F)(F)F)C2=C(C=NC=C2)C (3-methyl-2-(3-methylpyridin-4-yl-)-6-trifluoromethyl-3H-imidazo[4,5-b]pyridine). Isolated yield 22.9%. As a reaction SMILES: [CH3:1][NH:2][C:3]1[C:8]([NH2:9])=[CH:7][C:6]([C:10]([F:13])([F:12])[F:11])=[CH:5][N:4]=1.[CH3:14][C:15]1[CH:23]=[N:22][CH:21]=[CH:20][C:16]=1[C:17](O)=O.CCN=C=NCCCN(C)C.N1C=CC=CC=1>O>[CH3:1][N:2]1[C:3]2=[N:4][CH:5]=[C:6]([C:10]([F:13])([F:11])[F:12])[CH:7]=[C:8]2[N:9]=[C:17]1[C:16]1[CH:20]=[CH:21][N:22]=[CH:23][C:15]=1[CH3:14]. Reported procedure: A mixture of 0.40 g of N2-methyl-5-trifluoromethylpyridine-2,3-diamine, 0.32 g of 3-methylisonicotinic acid, 0.44 g of WSC and 10 ml of pyridine was stirred for 5 hours at 120° C. The reaction mixture was cooled down to room temperature. Into the reaction mixture was poured water, and the mixture was extracted three times with ethyl acetate. The organic layer was dried over magnesium sulfate, then, concentrated under reduced pressure. To the residue was added a mixture of 0.60 g of p-toluenesulf...